Task: describe an organic reaction: reactants, conditions, products, and yield. Dataset: the Open Reaction Database (ORD), a public repository of structured organic reaction records Reactants: CC(C)=O, Cn1cc(C=O)c2cc(F)ccc21, [K+], O=[Mn](=O)(=O)[O-]. The product is Cn1cc(C(=O)O)c2cc(F)ccc21. As a reaction SMILES: [CH3:20][C:21](=[O:22])[CH3:23].[F:1][c:2]1[cH:3][c:4]2[c:5]([CH:12]=[O:13])[cH:6][n:7]([CH3:11])[c:8]2[cH:9][cH:10]1.[K+:19].[Mn:14](=[O:15])([O-:16])(=[O:17])=[O:18]>>[F:1][c:2]1[cH:3][c:4]2[c:5]([C:12](=[O:13])[OH:15])[cH:6][n:7]([CH3:11])[c:8]2[cH:9][cH:10]1. Reactants: COc1ccccc1C=[N+](C)C, [Cl-], N#CCCn1cccc1. The product is COc1ccccc1C(c1cccn1CCC#N)N(C)C. As a reaction SMILES: [CH3:11][O:12][c:13]1[c:14]([CH:15]=[N+:16]([CH3:17])[CH3:18])[cH:19][cH:20][cH:21][cH:22]1.[Cl-:10].[n:1]1([CH2:6][CH2:7][C:8]#[N:9])[cH:2][cH:3][cH:4][cH:5]1>>[n:1]1([CH2:6][CH2:7][C:8]#[N:9])[c:2]([CH:15]([c:14]2[c:13]([O:12][CH3:11])[cH:22][cH:21][cH:20][cH:19]2)[N:16]([CH3:17])[CH3:18])[cH:3][cH:4][cH:5]1. As a reaction SMILES: [C:1]([O:2][C:3](=[O:4])[NH:8][CH2:9][C:10](=[O:11])[O:12][C:13]1([CH2:16][O:17][c:18]2[cH:19][cH:20][c:21]3[c:22]([O:28][c:29]4[c:30]([F:52])[cH:31][c:32]([NH:35][C:36](=[O:37])[c:38]5[c:39](=[O:51])[n:40](-[c:45]6[cH:46][cH:47][cH:48][cH:49][cH:50]6)[n:41]([CH3:44])[c:42]5[CH3:43])[cH:33][cH:34]4)[cH:23][cH:24][n:25][c:26]3[cH:27]2)[CH2:14][CH2:15]1)([CH3:5])([CH3:6])[CH3:7].[CH3:54][CH2:55][O:56][C:57](=[O:58])[CH3:59].[ClH:53]>>[ClH:53].[NH2:8][CH2:9][C:10](=[O:11])[O:12][C:13]1([CH2:16][O:17][c:18]2[cH:19][cH:20][c:21]3[c:22]([O:28][c:29]4[c:30]([F:52])[cH:31][c:32]([NH:35][C:36](=[O:37])[c:38]5[c:39](=[O:51])[n:40](-[c:45]6[cH:46][cH:47][cH:48][cH:49][cH:50]6)[n:41]([CH3:44])[c:42]5[CH3:43])[cH:33][cH:34]4)[cH:23][cH:24][n:25][c:26]3[cH:27]2)[CH2:14][CH2:15]1. The reactants are Cc1c(C(=O)Nc2ccc(Oc3ccnc4cc(OCC5(OC(=O)CNC(=O)OC(C)(C)C)CC5)ccc34)c(F)c2)c(=O)n(-c2ccccc2)n1C, CCOC(C)=O, Cl. Yields the product Cl, Cc1c(C(=O)Nc2ccc(Oc3ccnc4cc(OCC5(OC(=O)CN)CC5)ccc34)c(F)c2)c(=O)n(-c2ccccc2)n1C. RXN SMILES: CS[C:3](=[C:6]([C:9]#[N:10])[C:7]#[N:8])[S:4][CH3:5].[NH2:11][C:12]1[CH:16]=[CH:15][NH:14][N:13]=1>C(O)C>[NH2:8][C:7]1[N:13]2[N:14]=[CH:15][CH:16]=[C:12]2[N:11]=[C:3]([S:4][CH3:5])[C:6]=1[C:9]#[N:10]. Yield: 88.3%. Yields the product NC1=C(C(=NC=2N1N=CC2)SC)C#N (7-amino-5-methylthiopyrazolo[1,5-a]pyrimidine-6-carbonitrile). Starting materials: CSC(SC)=C(C#N)C#N (bismethylthio methylenepropane dinitrile), NC1=NNC=C1 (3-aminopyrazole). Procedure details: 10.3 g of bismethylthio methylenepropane dinitrile, 5.0 g of 3-aminopyrazole and 250 ml of ethanol were stirred under reflux with heating for about 6 hours and then cooled to room temperature, and the precipitated crystals were collected by filtration. The collected crystals were washed with ethanol and then dried to obtain 10.9 g of 7-amino-5-methylthiopyrazolo[1,5-a]pyrimidine-6-carbonitrile (compound No. 1) having a melting point of at least 240° C. Run in C(C)O (ethanol). Starting materials: Intermediate 1, CC1=C(C(=NO1)C1=CC=CC=C1)CO ((5-methyl-3-phenyl-isoxazol-4-yl)-methanol), COC(=O)C1=CC(NO1)=O (3-oxo-2,3-dihydro-isoxazole-5-carboxylic acid methyl ester). The product is COC(=O)C1=CC(=NO1)OCC=1C(=NOC1C)C1=CC=CC=C1 (3-(5-Methyl-3-phenyl-isoxazol-4-ylmethoxy)-isoxazole-5-carboxylic acid methyl ester). Yield: 62.4%. Reaction SMILES: [CH3:1][C:2]1[O:6][N:5]=[C:4]([C:7]2[CH:12]=[CH:11][CH:10]=[CH:9][CH:8]=2)[C:3]=1[CH2:13][OH:14].[CH3:15][O:16][C:17]([C:19]1[O:23][NH:22][C:21](=O)[CH:20]=1)=[O:18]>>[CH3:15][O:16][C:17]([C:19]1[O:23][N:22]=[C:21]([O:14][CH2:13][C:3]2[C:4]([C:7]3[CH:12]=[CH:11][CH:10]=[CH:9][CH:8]=3)=[N:5][O:6][C:2]=2[CH3:1])[CH:20]=1)=[O:18]. Procedure: As described for Intermediate 1, (5-methyl-3-phenyl-isoxazol-4-yl)-methanol (1.0 g, 5.3 mmol) was converted, using 3-oxo-2,3-dihydro-isoxazole-5-carboxylic acid methyl ester (756 mg, 5.3 mmol) instead of 3-hydroxy-5-methylisoxazole, to the title compound (1.04 g, 63%) which was obtained as a colourless gum after purification by chromatography (silica, heptane:ethyl acetate=4:1 to 0:1). MS: m/e=315.0 [M+H]+.